From a dataset of the Open Reaction Database (ORD), a public repository of structured organic reaction records. describe an organic reaction: reactants, conditions, products, and yield The reactants are COC(=O)c1cccc(-c2ncc(N=CN(C)C)cn2)c1, CO, O=S(=O)(O)O. The product is COC(=O)c1cccc(-c2ncc(N)cn2)c1. Reaction SMILES: [CH3:1][N:2]([CH:3]=[N:5][c:6]1[cH:7][n:8][c:9](-[c:12]2[cH:13][c:14]([C:15](=[O:16])[O:17][CH3:18])[cH:19][cH:20][cH:21]2)[n:10][cH:11]1)[CH3:4].[CH3:27][OH:28].[S:22](=[O:23])(=[O:24])([OH:25])[OH:26]>>[NH2:5][c:6]1[cH:7][n:8][c:9](-[c:12]2[cH:13][c:14]([C:15](=[O:16])[O:17][CH3:18])[cH:19][cH:20][cH:21]2)[n:10][cH:11]1. The reactants are BrCCCCCC(C)(O[Si](C)(C)C)C (7-bromo-2-methyl-2-trimethylsilyloxyheptane), Cl (hydrogen chloride). Solvent: CO (methanol). Yields the product BrCCCCCC(C)(O)C (7-bromo-2-methyl-2-heptanol). As a reaction SMILES: [Br:1][CH2:2][CH2:3][CH2:4][CH2:5][CH2:6][C:7]([CH3:14])([O:9][Si](C)(C)C)[CH3:8].Cl>CO>[Br:1][CH2:2][CH2:3][CH2:4][CH2:5][CH2:6][C:7]([CH3:14])([OH:9])[CH3:8]. Procedure details: To a solution of 7-bromo-2-methyl-2-trimethylsilyloxyheptane (10) (14.0 g) in methanol (55 ml) at room temperature was added ethanolic hydrogen chloride (ca. 1M, 0.2 ml). After 10 minutes the solution was concentrated in vacuo (at room temperature) to constant weight. The residue was taken up in chloroform and reconcentrated to constant weight to give 7-bromo-2-methyl-2-heptanol (H, n=4, R1 =R2 =Me) as a chromatographically homogenous oil. The product was dissolved in THF (10 ml) and added to a ... Starting materials: BrB(Br)Br, COc1ccc(-c2ccc(CCC#N)cc2CC(C)C)cc1Cc1cccc2ccccc12, ClCCl, O. Yields the product CC(C)Cc1cc(CCC#N)ccc1-c1ccc(O)c(Cc2cccc3ccccc23)c1. As a reaction SMILES: [B:1]([Br:2])([Br:3])[Br:4].[CH2:5]([CH:6]([CH3:7])[CH3:8])[c:9]1[c:10](-[c:19]2[cH:20][c:21]([CH2:27][c:28]3[cH:29][cH:30][cH:31][c:32]4[cH:33][cH:34][cH:35][cH:36][c:37]34)[c:22]([O:25][CH3:26])[cH:23][cH:24]2)[cH:11][cH:12][c:13]([CH2:15][CH2:16][C:17]#[N:18])[cH:14]1.[Cl:39][CH2:40][Cl:41].[OH2:38]>>[CH2:5]([CH:6]([CH3:7])[CH3:8])[c:9]1[c:10](-[c:19]2[cH:20][c:21]([CH2:27][c:28]3[cH:29][cH:30][cH:31][c:32]4[cH:33][cH:34][cH:35][cH:36][c:37]34)[c:22]([OH:25])[cH:23][cH:24]2)[cH:11][cH:12][c:13]([CH2:15][CH2:16][C:17]#[N:18])[cH:14]1.